Dataset: the Open Reaction Database (ORD), a public repository of structured organic reaction records. Task: describe an organic reaction: reactants, conditions, products, and yield Reactants: CCOC(=O)CCCn1cc(-c2cc(C)cc3c2-c2ccccc2C3(O)C(F)(F)F)cn1, CCO, Cl, [Na+], [OH-], O. Product: Cc1cc(-c2cnn(CCCC(=O)O)c2)c2c(c1)C(O)(C(F)(F)F)c1ccccc1-2. Reaction SMILES: [CH2:4]([CH3:5])[O:6][C:7]([CH2:8][CH2:9][CH2:10][n:11]1[n:12][cH:13][c:14](-[c:16]2[cH:17][c:18]([CH3:34])[cH:19][c:20]3[c:28]2-[c:27]2[c:22]([cH:23][cH:24][cH:25][cH:26]2)[C:21]3([C:29]([F:30])([F:31])[F:32])[OH:33])[cH:15]1)=[O:35].[CH3:1][CH2:2][OH:3].[ClH:38].[Na+:37].[OH-:36].[OH2:39]>>[O:6]=[C:7]([CH2:8][CH2:9][CH2:10][n:11]1[n:12][cH:13][c:14](-[c:16]2[cH:17][c:18]([CH3:34])[cH:19][c:20]3[c:28]2-[c:27]2[c:22]([cH:23][cH:24][cH:25][cH:26]2)[C:21]3([C:29]([F:30])([F:31])[F:32])[OH:33])[cH:15]1)[OH:35]. Starting materials: C(#N)C=1C=C(C2=C(N=C(O2)C2=CC=C(C(=O)NCC3CCNCC3)C=C2)C1)C(C)C (4-(5-cyano-7-isopropyl-1,3-benzoxazol-2-yl)-N-(piperidin-4-ylmethyl)benzamide), C(#N)C=1C=C(C2=C(N=C(O2)C2=CC=C(C(=O)NCC3CCNCC3)C=C2)C1)C(C)C (4-(5-cyano-7-isopropyl-1,3-benzoxazol-2-yl)-N-(piperidin-4-ylmethyl)benzamide), C(C1=CC=CC=C1)N=C=O (benzyl isocyanate). Solvent: ClCCl (dichloromethane). Reaction conditions: time 2 hour. Product: C(C1=CC=CC=C1)NC(=O)N1CCC(CC1)CNC(C1=CC=C(C=C1)C=1OC2=C(N1)C=C(C=C2C(C)C)C#N)=O (N-Benzyl-4-({[4-(5-cyano-7-isopropyl-1,3-benzoxazol-2-yl)benzoyl]amino}methyl)piperidine-1-carboxamide). Yield: 20.0%. RXN SMILES: [C:1]([C:3]1[CH:4]=[C:5]([CH:28]([CH3:30])[CH3:29])[C:6]2[O:10][C:9]([C:11]3[CH:26]=[CH:25][C:14]([C:15]([NH:17][CH2:18][CH:19]4[CH2:24][CH2:23][NH:22][CH2:21][CH2:20]4)=[O:16])=[CH:13][CH:12]=3)=[N:8][C:7]=2[CH:27]=1)#[N:2].[CH2:31]([N:38]=[C:39]=[O:40])[C:32]1[CH:37]=[CH:36][CH:35]=[CH:34][CH:33]=1>ClCCl>[CH2:31]([NH:38][C:39]([N:22]1[CH2:23][CH2:24][CH:19]([CH2:18][NH:17][C:15](=[O:16])[C:14]2[CH:13]=[CH:12][C:11]([C:9]3[O:10][C:6]4[C:5]([CH:28]([CH3:30])[CH3:29])=[CH:4][C:3]([C:1]#[N:2])=[CH:27][C:7]=4[N:8]=3)=[CH:26][CH:25]=2)[CH2:20][CH2:21]1)=[O:40])[C:32]1[CH:37]=[CH:36][CH:35]=[CH:34][CH:33]=1. Procedure details: To a solution of 4-(5-cyano-7-isopropyl-1,3-benzoxazol-2-yl)-N-(piperidin-4-ylmethyl)benzamide (30 mg, 0.075 mmol, INTERMEDIATE 15) in dichloromethane (1 ml) was added benzyl isocyanate (10 μl 0.081 mmol). The mixture was stirred for 2 h at room temperature, at which point LC/MS analysis showed a new peak at the desired molecular weight. The reaction mixture was purified by flash chromatography on a Biotage Horizon, 25S column, eluting with 1 column volume of 100% dichloromethane followed by a g... The reactants are C([O-])([O-])=O.[K+].[K+] (potassium carbonate), C(C1=CC=CC=C1)OC=1C(=NC=CC1)I (3-benzyloxy-2-iodopyridine), COC(C=C)=O (acrylic acid methyl ester). Reagents/catalysts: [Br-].C(CCC)[N+](CCCC)(CCCC)CCCC (tetrabutylammonium bromide), C(C)(=O)[O-].[Pd+2].C(C)(=O)[O-] (palladium(II) acetate). Run in CN(C=O)C (dimethylformamide). Run at temperature 100 celsius, time 10 hour. Product: COC(\C=C\C1=NC=CC=C1OCC1=CC=CC=C1)=O (3-(3-benzyloxy-2-pyridyl)-(2E)-2-propenoic acid methyl ester). RXN SMILES: C(=O)([O-])[O-].[K+].[K+].[CH2:7]([O:14][C:15]1[C:16](I)=[N:17][CH:18]=[CH:19][CH:20]=1)[C:8]1[CH:13]=[CH:12][CH:11]=[CH:10][CH:9]=1.[CH3:22][O:23][C:24](=[O:27])[CH:25]=[CH2:26]>[Br-].C([N+](CCCC)(CCCC)CCCC)CCC.CN(C)C=O.C([O-])(=O)C.[Pd+2].C([O-])(=O)C>[CH3:22][O:23][C:24](=[O:27])/[CH:25]=[CH:26]/[C:16]1[C:15]([O:14][CH2:7][C:8]2[CH:13]=[CH:12][CH:11]=[CH:10][CH:9]=2)=[CH:20][CH:19]=[CH:18][N:17]=1 |f:0.1.2,5.6,8.9.10|. Procedure details: 5.2 g of palladium(II) acetate, 77.8 g of potassium carbonate and 72.5 g of tetrabutylammonium bromide are added to a solution of 70 g of 3-benzyloxy-2-iodopyridine and 39.8 ml of acrylic acid methyl ester in 120 ml of dimethylformamide, and the suspension is stirred under argon atmosphere for 10 hours at 100° C. (bath temperature). The reaction mixture is concentrated by evaporation in a vacuum, the residue is added to water and shaken out with ethyl acetate. The organic phase is washed three t...